From a dataset of the Open Reaction Database (ORD), a public repository of structured organic reaction records. describe an organic reaction: reactants, conditions, products, and yield Starting materials: N=1N=CN2C1CNCC2 (5,6,7,8-tetrahydro-[1,2,4]triazolo[4,3-a]pyrazine), Ag2CO3, BrC1=CC(=C(C=C1)NC1=NC=NC2=CC(=C(C=C12)OCCCCl)OC)F (N-(4-bromo-2-fluorophenyl)-6-(3-chloropropoxy)-7-methoxy quinazolin-4-amine), C(Cl)Cl (CH2Cl2). Run in CN(C)C=O (DMF), CN(C)C=O (DMF). Conditions: temperature 80 celsius, time 36 hour. The product is BrC1=CC(=C(C=C1)NC1=NC=NC2=CC(=C(C=C12)OCCCN1CC=2N(CC1)C=NN2)OC)F (N-(4-bromo-2-fluorophenyl)-6-(3-(5,6-dihydro-[1,2,4]triazolo[4,3-a]pyrazin-7(8H)-yl)propoxy)-7-methoxyquinazolin-4-amine). Yield: 18.6%. Reaction SMILES: [N:1]1[N:2]=[CH:3][N:4]2[CH2:9][CH2:8][NH:7][CH2:6][C:5]=12.[Br:10][C:11]1[CH:16]=[CH:15][C:14]([NH:17][C:18]2[C:27]3[C:22](=[CH:23][C:24]([O:33][CH3:34])=[C:25]([O:28][CH2:29][CH2:30][CH2:31]Cl)[CH:26]=3)[N:21]=[CH:20][N:19]=2)=[C:13]([F:35])[CH:12]=1.C(Cl)Cl>CN(C=O)C>[Br:10][C:11]1[CH:16]=[CH:15][C:14]([NH:17][C:18]2[C:27]3[C:22](=[CH:23][C:24]([O:33][CH3:34])=[C:25]([O:28][CH2:29][CH2:30][CH2:31][N:7]4[CH2:8][CH2:9][N:4]5[CH:3]=[N:2][N:1]=[C:5]5[CH2:6]4)[CH:26]=3)[N:21]=[CH:20][N:19]=2)=[C:13]([F:35])[CH:12]=1. Procedure details: To a solution of 5,6,7,8-tetrahydro-[1,2,4]triazolo[4,3-a]pyrazine (0.15 g) in DMF (8 mL) was added Ag2CO3 (1.00 g) and a solution of N-(4-bromo-2-fluorophenyl)-6-(3-chloropropoxy)-7-methoxy quinazolin-4-amine (0.40 g) in DMF (2 mL) at room temperature under stirring. The mixture was stirred at 80° C. for 36 h under N2 and cooled to room temperature. To this, CH2Cl2 (100 mL) was added. The mixture was washed with brine (100 mL×3), dried over anhydrous Na2SO4 and filtered. The filtrate was concen... Starting materials: C1(=CC=CC=C1)C(C#CCOC1OCCCC1)=O (1-phenyl-4-(tetrahydro-2H-pyran-2-yloxy)but-2-yn-1-one), C1(=CC=C(C=C1)S(=O)(=O)[O-])C.[NH+]1=CC=CC=C1 (pyridinium p-toluenesulfonate), O (water). The solvent is CCO (EtOH). Conditions: temperature 50 celsius, time 1 hour. The product is OCC#CC(=O)C1=CC=CC=C1 (4-hydroxy-1-phenylbut-2-yn-1-one). RXN SMILES: [C:1]1([C:7](=[O:18])[C:8]#[C:9][CH2:10][O:11]C2CCCCO2)[CH:6]=[CH:5][CH:4]=[CH:3][CH:2]=1.C1(C)C=CC(S([O-])(=O)=O)=CC=1.[NH+]1C=CC=CC=1.O>CCO>[OH:11][CH2:10][C:9]#[C:8][C:7]([C:1]1[CH:6]=[CH:5][CH:4]=[CH:3][CH:2]=1)=[O:18] |f:1.2|. Procedure: To a solution of (1-phenyl-4-(tetrahydro-2H-pyran-2-yloxy)but-2-yn-1-one (3.0 g, 12.3 mmol) in EtOH (20 mL) was added pyridinium p-toluenesulfonate (0.62 g, 2.5 mmol). The resulting solution was stirred for 1 h at 50° C. and then the reaction mixture was poured into water (150 mL), extracted with Et2O (3×50 mL), dried over anhydrous sodium sulfate and then concentrated in vacuo to afford 4-hydroxy-1-phenylbut-2-yn-1-one as a dark red oil (3.2 g, crude).